Dataset: the Open Reaction Database (ORD), a public repository of structured organic reaction records. Task: describe an organic reaction: reactants, conditions, products, and yield Solvent: O (water). The reactants are ClC=1N=CC2=C(N(CC(C(N2)=O)(F)F)C2CCCCC2)N1 (2-chloro-9-cyclohexyl-7,7-difluoro-5,7,8,9-tetrahydro-pyrimido[4,5-b][1,4]diazepin-6-one), CN(C=O)C (dimethylformamide), C([O-])([O-])=O.[Cs+].[Cs+] (cesium carbonate), IC (iodomethane). RXN SMILES: [Cl:1][C:2]1[N:3]=[CH:4][C:5]2[NH:11][C:10](=[O:12])[C:9]([F:14])([F:13])[CH2:8][N:7]([CH:15]3[CH2:20][CH2:19][CH2:18][CH2:17][CH2:16]3)[C:6]=2[N:21]=1.[CH3:22]N(C)C=O.C(=O)([O-])[O-].[Cs+].[Cs+].IC>O>[Cl:1][C:2]1[N:3]=[CH:4][C:5]2[N:11]([CH3:22])[C:10](=[O:12])[C:9]([F:14])([F:13])[CH2:8][N:7]([CH:15]3[CH2:20][CH2:19][CH2:18][CH2:17][CH2:16]3)[C:6]=2[N:21]=1 |f:2.3.4|. Procedure: To a mixture of 10.5 g (0.0332 mole) of 2-chloro-9-cyclohexyl-7,7-difluoro-5,7,8,9-tetrahydro-pyrimido[4,5-b][1,4]diazepin-6-one (VI-246), 25 mL of dimethylformamide and 16.2 g (0.0498 mole) of cesium carbonate was added 28.3 g (0.1992 mole) of iodomethane. The mixture was stirred for 3 hours, then 80 mL of water was added and the solid collected by suction filtration to give 10.0 g of 2-chloro-9-cyclohexyl-7,7-difluoro-5-methyl-5,7,8,9-tetrahydro-pyrimido[4,5-b][1,4]diazepin-6-one (VII-246). The product is ClC=1N=CC2=C(N(CC(C(N2C)=O)(F)F)C2CCCCC2)N1 (2-chloro-9-cyclohexyl-7,7-difluoro-5-methyl-5,7,8,9-tetrahydro-pyrimido[4,5-b][1,4]diazepin-6-one). Conditions: time 3 hour. Starting materials: C(C)(=O)O (acetic acid), COC1=C(C=C(C=C1)[N+](=O)[O-])CC(=O)O (2-methoxy-5-nitrophenylacetic acid), C1(=CC=CC=C1)C(=[N+]=[N-])C1=CC=CC=C1 (diphenyldiazomethane). Solvent: C(Cl)Cl (methylene chloride), C(Cl)Cl (methylene chloride). The product is C1(=CC=CC=C1)C(C1=CC=CC=C1)OC(CC1=C(C=CC(=C1)[N+](=O)[O-])OC)=O (2-methoxy-5-nitrophenylacetic acid diphenylmethyl ester). Isolated yield 21.0%. As a reaction SMILES: [CH3:1][O:2][C:3]1[CH:8]=[CH:7][C:6]([N+:9]([O-:11])=[O:10])=[CH:5][C:4]=1[CH2:12][C:13]([OH:15])=[O:14].[C:16]1([C:22]([C:25]2[CH:30]=[CH:29][CH:28]=[CH:27][CH:26]=2)=[N+]=[N-])[CH:21]=[CH:20][CH:19]=[CH:18][CH:17]=1.C(O)(=O)C>C(Cl)Cl>[C:16]1([CH:22]([O:14][C:13](=[O:15])[CH2:12][C:4]2[CH:5]=[C:6]([N+:9]([O-:11])=[O:10])[CH:7]=[CH:8][C:3]=2[O:2][CH3:1])[C:25]2[CH:26]=[CH:27][CH:28]=[CH:29][CH:30]=2)[CH:21]=[CH:20][CH:19]=[CH:18][CH:17]=1. Procedure details: Using 2-methoxyphenylacetic acid (5.00 g) as a starting material, the same procedure of Example 188 gave 2-methoxy-5-nitrophenylacetic acid. To a solution of the resulting nitro compound in methylene chloride (140 ml), a solution of diphenyldiazomethane in methylene chloride was added at room temperature until the reaction mixture turned purple and then acetic acid was added until the purple color of the reaction mixture disappeared. The reaction mixture was washed successively with a saturated ... Reactants: CCN(C(C)C)C(C)C, CC1CNCC(C)N1C, CC1CNCC(C)N1CC#N, CS(C)=O, CO, COc1cc(CCc2cc(NC(=O)c3cnc(Cl)cn3)[nH]n2)cc(OC)c1. Yields the product COc1cc(CCc2cc(NC(=O)c3cnc(N4CC(C)N(C)C(C)C4)cn3)[nH]n2)cc(OC)c1. RXN SMILES: [CH2:48]([N:49]([CH:50]([CH3:51])[CH3:52])[CH:53]([CH3:54])[CH3:55])[CH3:56].[CH3:28][N:29]1[CH:30]([CH3:36])[CH2:31][NH:32][CH2:33][CH:34]1[CH3:35].[CH3:37][CH:38]1[CH2:39][NH:40][CH2:41][CH:42]([CH3:43])[N:44]1[CH2:45][C:46]#[N:47].[CH3:57][S:58]([CH3:59])=[O:60].[CH3:61][OH:62].[Cl:1][c:2]1[n:3][cH:4][c:5]([C:8](=[O:9])[NH:10][c:11]2[nH:12][n:13][c:14]([CH2:16][CH2:17][c:18]3[cH:19][c:20]([O:26][CH3:27])[cH:21][c:22]([O:24][CH3:25])[cH:23]3)[cH:15]2)[n:6][cH:7]1>>[c:2]1([N:32]2[CH2:31][CH:30]([CH3:36])[N:29]([CH3:28])[CH:34]([CH3:35])[CH2:33]2)[n:3][cH:4][c:5]([C:8](=[O:9])[NH:10][c:11]2[nH:12][n:13][c:14]([CH2:16][CH2:17][c:18]3[cH:19][c:20]([O:26][CH3:27])[cH:21][c:22]([O:24][CH3:25])[cH:23]3)[cH:15]2)[n:6][cH:7]1. The product is CCCN(C(=O)Cl)c1ccc2nc(S)sc2c1. Starting materials: CCCNc1ccc2nc(S)sc2c1, ClC(Cl)Cl, O=C(OC(Cl)(Cl)Cl)OC(Cl)(Cl)Cl, ClCCl, [Na+], O=C([O-])O. RXN SMILES: [CH2:1]([CH2:2][CH3:3])[NH:4][c:5]1[cH:6][c:7]2[c:8]([n:9][c:10]([SH:12])[s:11]2)[cH:13][cH:14]1.[CH:15]([Cl:16])([Cl:17])[Cl:18].[Cl:24][C:25]([Cl:26])([O:27][C:28](=[O:29])[O:30][C:31]([Cl:32])([Cl:33])[Cl:34])[Cl:35].[Cl:36][CH2:37][Cl:38].[Na+:23].[O-:19][C:20]([OH:21])=[O:22]>>[CH2:1]([CH2:2][CH3:3])[N:4]([c:5]1[cH:6][c:7]2[c:8]([n:9][c:10]([SH:12])[s:11]2)[cH:13][cH:14]1)[C:25]([Cl:24])=[O:27]. The reactants are O[C@H]1[C@@H](CCC2=CC3=C(SCC3)C=C12)NC(CC)=O (Trans-2,3,5,6,7,8-hexahydro-8-hydroxy-7-propionylaminonaphtho[2,3-b]thiophene), [OH-].[Na+] (NaOH). Run in O1CCCC1 (tetrahydrofuran), O1CCCC1 (tetrahydrofuran), O (water), O (water), O (water). Conditions: time 18 hour. The product is O[C@H]1[C@@H](CCC2=CC3=C(SCC3)C=C12)NCCC (Trans-2,3,5,6,7,8-hexahydro-8-hydroxy-7-(N-propylamino)naphtho[2,3-b]thiophene). Yield: 21.2%. As a reaction SMILES: [OH:1][C@@H:2]1[C:14]2[C:6](=[CH:7][C:8]3[CH2:12][CH2:11][S:10][C:9]=3[CH:13]=2)[CH2:5][CH2:4][C@H:3]1[NH:15][C:16](=O)[CH2:17][CH3:18].[OH-].[Na+]>O1CCCC1.O>[OH:1][C@@H:2]1[C:14]2[C:6](=[CH:7][C:8]3[CH2:12][CH2:11][S:10][C:9]=3[CH:13]=2)[CH2:5][CH2:4][C@H:3]1[NH:15][CH2:16][CH2:17][CH3:18] |f:1.2|. Reported procedure: In a 500 ml three-necked flask fitted with a magnetic stirrer and a nitrogen inlet, 2.3 g (61 mmol) of AILiH4 are suspended in 75 ml of dry tetrahydrofuran. 6.2 g (24.5 mmol) of the product obtained in Step 2 dissolved in 97 ml of dry tetrahydrofuran are slowly added at room temperature. After 18 hours' stirring at room temperature, the reaction is stopped by the addition of 1.6 ml of water, 1.3 ml of 20 % NaOH in water and finally 5.8 ml of water in succession. The reaction mixture is stirred f... Starting materials: C(C)(C)(C)OC(=O)N1CCN(CC1)C1=C(C=C(C=C1)C)C1CC(CC(C1)(C)C)(C)C (4-[4-methyl-2-(3,3,5,5-tetramethylcyclohexyl)phenyl]piperazine-1-carboxylic acid t-butyl ester), FC(C(=O)O)(F)F (trifluoroacetic acid), ClCCl (dichloromethane), C(O)([O-])=O.[Na+] (sodium hydrogencarbonate). Run in C(C)(=O)OCC (ethyl acetate). Run at time 30 minute. Yields the product CC1=CC(=C(C=C1)N1CCNCC1)C1CC(CC(C1)(C)C)(C)C (1-[4-Methyl-2-(3,3,5,5-tetramethylcyclohexyl)phenyl]piperazine). Isolated yield 90.4%. Reaction SMILES: C(OC([N:8]1[CH2:13][CH2:12][N:11]([C:14]2[CH:19]=[CH:18][C:17]([CH3:20])=[CH:16][C:15]=2[CH:21]2[CH2:26][C:25]([CH3:28])([CH3:27])[CH2:24][C:23]([CH3:30])([CH3:29])[CH2:22]2)[CH2:10][CH2:9]1)=O)(C)(C)C.FC(F)(F)C(O)=O.ClCCl.C(=O)([O-])O.[Na+]>C(OCC)(=O)C>[CH3:20][C:17]1[CH:18]=[CH:19][C:14]([N:11]2[CH2:12][CH2:13][NH:8][CH2:9][CH2:10]2)=[C:15]([CH:21]2[CH2:26][C:25]([CH3:28])([CH3:27])[CH2:24][C:23]([CH3:30])([CH3:29])[CH2:22]2)[CH:16]=1 |f:3.4|. Reported procedure: A mixture of 4-[4-methyl-2-(3,3,5,5-tetramethylcyclohexyl)phenyl]piperazine-1-carboxylic acid t-butyl ester (124 mg, 0.299 mmol) produced in Example (70a), trifluoroacetic acid (1 mL, 12.9 mmol) and dichloromethane (2 mL) was stirred for 2 hours and 30 minutes at room temperature. Saturated aqueous solution of sodium hydrogencarbonate was added to the reaction mixture and extraction was performed with ethyl acetate. The separated organic layer was concentrated under reduced pressure. The resulta... The reactants are C(C)(C)(C)OC(NC1=C(C=C(C=C1)C#CC1=CC=C(C=C1)OC(F)(F)F)N)=O ([2-amino-4-(4-trifluoromethoxy-phenylethynyl)-phenyl]-carbamic acid tert.-butyl ester), CC1(OC(C=C(O1)C=1C=C(C#N)C=CC1)=O)C (3-(2,2-dimethyl-6-oxo-6H-[1,3]dioxin-4-yl)-benzonitrile). The product is C(C)(C)(C)OC(NC1=C(C=C(C=C1)C#CC1=CC=C(C=C1)OC(F)(F)F)NC(CC(=O)C1=CC(=CC=C1)C#N)=O)=O ([2-[3-(3-Cyano-phenyl)-3-oxo-propionylamino]-4-(4-trifluoromethoxy-phenylethynyl)-phenyl]-carbamic acid tert.-butyl ester). The yield is 62.1%. As a reaction SMILES: [C:1]([O:5][C:6](=[O:28])[NH:7][C:8]1[CH:13]=[CH:12][C:11]([C:14]#[C:15][C:16]2[CH:21]=[CH:20][C:19]([O:22][C:23]([F:26])([F:25])[F:24])=[CH:18][CH:17]=2)=[CH:10][C:9]=1[NH2:27])([CH3:4])([CH3:3])[CH3:2].CC1(C)[O:35][C:34]([C:36]2[CH:37]=[C:38]([CH:41]=[CH:42][CH:43]=2)[C:39]#[N:40])=[CH:33][C:32](=O)[O:31]1>>[C:1]([O:5][C:6](=[O:28])[NH:7][C:8]1[CH:13]=[CH:12][C:11]([C:14]#[C:15][C:16]2[CH:21]=[CH:20][C:19]([O:22][C:23]([F:26])([F:25])[F:24])=[CH:18][CH:17]=2)=[CH:10][C:9]=1[NH:27][C:32](=[O:31])[CH2:33][C:34]([C:36]1[CH:43]=[CH:42][CH:41]=[C:38]([C:39]#[N:40])[CH:37]=1)=[O:35])([CH3:4])([CH3:2])[CH3:3]. Procedure: Prepared from [2-amino-4-(4-trifluoromethoxy-phenylethynyl)-phenyl]-carbamic acid tert.-butyl ester (Example G36) (196 mg, 0.5 mmol) and 3-(2,2-dimethyl-6-oxo-6H-[1,3]dioxin-4-yl)-benzonitrile (Example J4) (126 mg, 0.55 mmol) according to the general procedure K. Obtained as an off-white solid (175 mg).